From a dataset of the Open Reaction Database (ORD), a public repository of structured organic reaction records. describe an organic reaction: reactants, conditions, products, and yield Reactants: [H-].[Na+] (Sodium hydride), [Cl-].[Na+] (sodium chloride), C(C1=CC=CC=C1)OC(=O)NC1C(NC2=C(C(=N1)C1=CC=CC=C1)C=CC=C2)=O (3-benzyloxycarbonylamino-5-phenyl-1,3-dihydro-2H-1,4-benzodiazepin-2-one), C(C(C)C)I (isobutyl iodide). Solvent: CN(C=O)C (dimethylformamide), C(Cl)Cl (methylene chloride). Conditions: time 8 hour. Product: C(C1=CC=CC=C1)OC(=O)NC1C(N(C2=C(C(=N1)C1=CC=CC=C1)C=CC=C2)CC(C)C)=O (3-Benzyloxycarbonylamino-1-isobutyl-5-phenyl-1,3-dihydro-2H-1,4-benzodiazepin-2-one). RXN SMILES: [CH2:1]([O:8][C:9]([NH:11][CH:12]1[N:18]=[C:17]([C:19]2[CH:24]=[CH:23][CH:22]=[CH:21][CH:20]=2)[C:16]2[CH:25]=[CH:26][CH:27]=[CH:28][C:15]=2[NH:14][C:13]1=[O:29])=[O:10])[C:2]1[CH:7]=[CH:6][CH:5]=[CH:4][CH:3]=1.[H-].[Na+].[CH2:32](I)[CH:33]([CH3:35])[CH3:34].[Cl-].[Na+]>CN(C)C=O.C(Cl)Cl>[CH2:1]([O:8][C:9]([NH:11][CH:12]1[N:18]=[C:17]([C:19]2[CH:24]=[CH:23][CH:22]=[CH:21][CH:20]=2)[C:16]2[CH:25]=[CH:26][CH:27]=[CH:28][C:15]=2[N:14]([CH2:32][CH:33]([CH3:35])[CH3:34])[C:13]1=[O:29])=[O:10])[C:2]1[CH:7]=[CH:6][CH:5]=[CH:4][CH:3]=1 |f:1.2,4.5|. Procedure details: A solution of 3-benzyloxycarbonylamino-5-phenyl-1,3-dihydro-2H-1,4-benzodiazepin-2-one (1.00 g, 2.59 mmol) in dimethylformamide (10 mL) was cooled to 0° C. under argon. Sodium hydride (60 wt %, 156 mg, 3.89 mmol) was added followed by isobutyl iodide. Let warm to room temperature and stirred overnight. The reaction was worked up with methylene chloride and saturated sodium chloride. The organic extracts were dried over sodium sulfate, filtered and concentrated. Chromatography (silica gel, 5 to 5... The reactants are FC1=C(C=CC=C1)C1=NOC2=C1C=CC(=C2C)OC (3-(2-fluorophenyl)-6-methoxy-7-methyl-1,2-benzisoxazole), Cl.N1=CC=CC=C1 (pyridine hydrochloride). Solvent: O (H2O). Yields the product FC1=C(C=CC=C1)C1=NOC2=C1C=CC(=C2C)O (3-(2-fluorophenyl)-6-hydroxy-7-methyl-1,2-benzisoxazole). RXN SMILES: [F:1][C:2]1[CH:7]=[CH:6][CH:5]=[CH:4][C:3]=1[C:8]1[C:12]2[CH:13]=[CH:14][C:15]([O:18]C)=[C:16]([CH3:17])[C:11]=2[O:10][N:9]=1.Cl.N1C=CC=CC=1>O>[F:1][C:2]1[CH:7]=[CH:6][CH:5]=[CH:4][C:3]=1[C:8]1[C:12]2[CH:13]=[CH:14][C:15]([OH:18])=[C:16]([CH3:17])[C:11]=2[O:10][N:9]=1 |f:1.2|. Procedure: 3-(2-fluorophenyl)-6-methoxy-7-methyl-1,2-benzisoxazole (16.1 g) is heated at 200° C. for two hours with 64 g of pyridine hydrochloride. The melt is poured into H2O and extracted with ethyl acetate. After washing with 5% HCl the ethyl acetate is dried and evaporated to give 3-(2-fluorophenyl)-6-hydroxy-7-methyl-1,2-benzisoxazole, mp 216°-219° C. The reactants are ClC1=C(C(=CC=C1)Cl)NC(=O)NC1=NC=NC2=CC(=C(C=C12)OC)C#CCCCCN(C)NC(=O)OC(C)(C)C (1-(2,6-dichlorophenyl)-3-{7-[6-(N-tert-butoxycarbonylamino-N-methylamino)-1-hexynyl]-6-methoxyquinazolin-4-yl}urea), FC(C(=O)O)(F)F (trifluoroacetic acid). Run in C(Cl)Cl (methylene chloride). Reaction conditions: time 1.5 hour. Product: ClC1=C(C(=CC=C1)Cl)NC(=O)NC1=NC=NC2=CC(=C(C=C12)OC)C#CCCCCNC (1-(2,6-dichlorophenyl)-3-[6-methoxy-7-(6-methylamino-1-hexynyl)quinazolin-4-yl]urea), hydrochloride salt. Reaction SMILES: [Cl:1][C:2]1[CH:7]=[CH:6][CH:5]=[C:4]([Cl:8])[C:3]=1[NH:9][C:10]([NH:12][C:13]1[C:22]2[C:17](=[CH:18][C:19]([C:25]#[C:26][CH2:27][CH2:28][CH2:29][CH2:30][N:31](NC(OC(C)(C)C)=O)[CH3:32])=[C:20]([O:23][CH3:24])[CH:21]=2)[N:16]=[CH:15][N:14]=1)=[O:11].FC(F)(F)C(O)=O>C(Cl)Cl>[Cl:1][C:2]1[CH:7]=[CH:6][CH:5]=[C:4]([Cl:8])[C:3]=1[NH:9][C:10]([NH:12][C:13]1[C:22]2[C:17](=[CH:18][C:19]([C:25]#[C:26][CH2:27][CH2:28][CH2:29][CH2:30][NH:31][CH3:32])=[C:20]([O:23][CH3:24])[CH:21]=2)[N:16]=[CH:15][N:14]=1)=[O:11]. Reported procedure: A mixture of 1-(2,6-dichlorophenyl)-3-{7-[6-(N-tert-butoxycarbonylamino-N-methylamino)-1-hexynyl]-6-methoxyquinazolin-4-yl}urea (0.1 g), trifluoroacetic acid (1 ml) and methylene chloride (1 ml) was stirred at ambient temperature for 1.5 hours. The mixture was evaporated and a solution of hydrogen chloride gas in ethyl acetate was added. Toluene was added and the mixture was evaporated. The residue was triturated under diethyl ether and the resultant solid was isolated. There was thus obtained t... Reactants: ice, O1CCN(CC1)S(F)(F)F (morpholinosulfur trifluoride), B(F)(F)F.CCOCC (borontrifluoride etherate). The solvent is C(C)OCC (diethyl ether), C(C)OCC (diethyl ether). Yields the product [B-](F)(F)(F)F.C1COCC[N+]1=S(F)F (morpholinodifluorosulfinium tetrafluoroborate). The yield is 150.2%. RXN SMILES: [O:1]1[CH2:6][CH2:5][N:4]([S:7](F)([F:9])[F:8])[CH2:3][CH2:2]1.[B:11]([F:14])([F:13])[F:12].CCOCC>C(OCC)C>[B-:11]([F:8])([F:14])([F:13])[F:12].[CH2:3]1[N+:4](=[S:7]([F:9])[F:8])[CH2:5][CH2:6][O:1][CH2:2]1 |f:1.2,4.5|. Reported procedure: To an ice-cold solution of morpholinosulfur trifluoride (4.9 mL, 40 mmol) in anhydrous diethyl ether (100 mL) is added, dropwise and under nitrogen, a solution of borontrifluoride etherate (4.2 mL, 40 mmol) in anhydrous diethyl ether (25 mL) over a period of 60 min, while keeping the reaction temperature below 5° C. The resulting suspension is stirred for an additional hour at the same temperature, then allowed to warm to room temperature and filtered under a blanket of nitrogen. The solid mater... Reactants: BrN1C(CCC1=O)=O (N-bromosuccinimide), ClC1=CC=C(C=C1)C1=C(C=C(N1C)C(CC)=O)C (1-(5-(4-chlorophenyl)-1,4-dimethyl-1H-pyrrol-2-yl)propan-1-one), ClC1=CC=C(C=C1)C1=C(C=C(N1C)C(CC)=O)C (1-(5-(4-chlorophenyl)-1,4-dimethyl-1H-pyrrol-2-yl)propan-1-one). Solvent: C1CCOC1 (THF), C1CCOC1 (THF), C(C)(=O)OCC (ethyl acetate). Run at temperature -78 celsius, time 5 hour. Product: BrC1=C(N(C(=C1C)C1=CC=C(C=C1)Cl)C)C(CC)=O (1-(3-Bromo-5-(4-chlorophenyl)-1,4-dimethyl-1H-pyrrol-2-yl)propan-1-one). Isolated yield 89.6%. RXN SMILES: [Br:1]N1C(=O)CCC1=O.[Cl:9][C:10]1[CH:15]=[CH:14][C:13]([C:16]2[N:20]([CH3:21])[C:19]([C:22](=[O:25])[CH2:23][CH3:24])=[CH:18][C:17]=2[CH3:26])=[CH:12][CH:11]=1>C1COCC1.C(OCC)(=O)C>[Br:1][C:18]1[C:17]([CH3:26])=[C:16]([C:13]2[CH:14]=[CH:15][C:10]([Cl:9])=[CH:11][CH:12]=2)[N:20]([CH3:21])[C:19]=1[C:22](=[O:25])[CH2:23][CH3:24]. Procedure details: A solution of N-bromosuccinimide (4.42 g, 24.83 mmol) in THF (62.5 ml) was added dropwise to a stirred solution of 1-(5-(4-chlorophenyl)-1,4-dimethyl-1H-pyrrol-2-yl)propan-1-one (compound 49a, 6.5 g, 24.83 mmol) in THF (100 ml) at −78° C. The resulting reaction mixture was then stirred at a temperature of −78° C. for 5 hr. The reaction mixture was allowed to warm to 25° C. slowly during further 3 to 4 hr. The progress of the reaction was monitored by TLC. The solvent from the reaction mixture wa... Starting materials: C(C)OC(C(=NOC)C1=NC=CC(=N1)NC=O)=O (ethyl 2-(4-formamidopyrimidin-2-yl)-2-methoxyiminoacetic acid), alcoholic solution, [OH-].[K+] (potassium hydroxide), Cl (hydrochloric acid). The solvent is C(C)O (ethanol). Reaction conditions: time 3.5 hour. The product is NC1=NC(=NC=C1)C(C(=O)O)=NOC (2-(4-aminopyrimidin-2-yl)-2-methoxyiminoacetic acid). Isolated yield 1.7%. RXN SMILES: C([O:3][C:4](=[O:18])[C:5]([C:9]1[N:14]=[C:13]([NH:15]C=O)[CH:12]=[CH:11][N:10]=1)=[N:6][O:7][CH3:8])C.[OH-].[K+].Cl>C(O)C>[NH2:15][C:13]1[CH:12]=[CH:11][N:10]=[C:9]([C:5](=[N:6][O:7][CH3:8])[C:4]([OH:18])=[O:3])[N:14]=1 |f:1.2|. Procedure details: To a solution of ethyl 2-(4-formamidopyrimidin-2-yl)-2-methoxyiminoacetic acid (syn isomer) (30.8 g) in ethanol (308 ml) was added 1 N alcoholic solution (550 ml) of potassium hydroxide and the mixture was stirred for 3.5 hours at ambient temperature. The reaction mixture was cooled in an ice bath and adjusted to pH 3 with concentrated hydrochloric acid (53 ml). The resultant solid was filtered and washed with ethanol (60 ml), water (100 ml), acetone (100 ml) to give a crude product (28.8 g). Th... Starting materials: COCC1(C)CC(O)c2c(C)c([N+](=O)[O-])c(C)c(C)c2O1, O, Cc1ccc(S(=O)(=O)O)cc1, c1ccccc1. Yields the product COCC1(C)C=Cc2c(C)c([N+](=O)[O-])c(C)c(C)c2O1. Reaction SMILES: [N+:1](=[O:2])([O-:3])[c:4]1[c:5]([CH3:21])[c:6]2[c:11]([c:12]([CH3:15])[c:13]1[CH3:14])[O:10][C:9]([CH3:16])([CH2:17][O:18][CH3:19])[CH2:8][CH:7]2[OH:20].[OH2:39].[c:28]1([CH3:29])[cH:30][cH:31][c:32]([S:33]([OH:34])(=[O:35])=[O:36])[cH:37][cH:38]1.[cH:22]1[cH:23][cH:24][cH:25][cH:26][cH:27]1>>[N+:1](=[O:2])([O-:3])[c:4]1[c:5]([CH3:21])[c:6]2[c:11]([c:12]([CH3:15])[c:13]1[CH3:14])[O:10][C:9]([CH3:16])([CH2:17][O:18][CH3:19])[CH:8]=[CH:7]2. Reactants: C1CCNC1, COCC12Cc3cnn(-c4ccc(F)cc4)c3C=C1CCN(S(=O)(=O)c1ccnc(Cl)c1)C2. Yields the product COCC12Cc3cnn(-c4ccc(F)cc4)c3C=C1CCN(S(=O)(=O)c1ccnc(N3CCCC3)c1)C2. Reaction SMILES: [CH2:34]1[CH2:35][CH2:36][NH:37][CH2:38]1.[Cl:1][c:2]1[n:3][cH:4][cH:5][c:6]([S:8](=[O:9])(=[O:10])[N:11]2[CH2:12][C:13]3([CH2:31][O:32][CH3:33])[CH2:14][c:15]4[c:16]([n:21](-[c:24]5[cH:25][cH:26][c:27]([F:30])[cH:28][cH:29]5)[n:22][cH:23]4)[CH:17]=[C:18]3[CH2:19][CH2:20]2)[cH:7]1>>[c:2]1([N:37]2[CH2:36][CH2:35][CH2:34][CH2:38]2)[n:3][cH:4][cH:5][c:6]([S:8](=[O:9])(=[O:10])[N:11]2[CH2:12][C:13]3([CH2:31][O:32][CH3:33])[CH2:14][c:15]4[c:16]([n:21](-[c:24]5[cH:25][cH:26][c:27]([F:30])[cH:28][cH:29]5)[n:22][cH:23]4)[CH:17]=[C:18]3[CH2:19][CH2:20]2)[cH:7]1. Reactants: ClC=1C=C(C=NC1OC)O (5-chloro-6-methoxypyridin-3-ol), BrCC1=CC(=C(C(=O)OCC)C=C1F)F (ethyl 4-(bromomethyl)-2,5-difluorobenzoate), C([O-])([O-])=O.[K+].[K+] (potassium carbonate). The solvent is CC(=O)C (acetone), O (water). Run at time 18 hour. Product: ClC=1C=C(C=NC1OC)OCC1=CC(=C(C(=O)OCC)C=C1F)F (Ethyl 4-((5-chloro-6-methoxypyridin-3-yloxy)methyl)-2,5-difluorobenzoate). The yield is 51.2%. As a reaction SMILES: [Cl:1][C:2]1[CH:3]=[C:4]([OH:10])[CH:5]=[N:6][C:7]=1[O:8][CH3:9].Br[CH2:12][C:13]1[C:23]([F:24])=[CH:22][C:16]([C:17]([O:19][CH2:20][CH3:21])=[O:18])=[C:15]([F:25])[CH:14]=1.C(=O)([O-])[O-].[K+].[K+]>CC(C)=O.O>[Cl:1][C:2]1[CH:3]=[C:4]([O:10][CH2:12][C:13]2[C:23]([F:24])=[CH:22][C:16]([C:17]([O:19][CH2:20][CH3:21])=[O:18])=[C:15]([F:25])[CH:14]=2)[CH:5]=[N:6][C:7]=1[O:8][CH3:9] |f:2.3.4|. Procedure: To a solution of 5-chloro-6-methoxypyridin-3-ol (Preparation 56, 98 mg, 0.612 mmol) in acetone (10 mL) were added ethyl 4-(bromomethyl)-2,5-difluorobenzoate (Preparation 19, 171 mg, 0.612 mmol) and potassium carbonate (170 mg, 1.224 mmol). The mixture was stirred for 18 hours at room temperature under a nitrogen atmosphere. The reaction mixture was diluted with water (20 mL), and extracted with DCM (2×30 mL). Combined organic extracts were dried over sodium sulphate, and evaporated to a yellow s... Reactants: [OH-].[Na+] (sodium hydroxide), Cl (hydrochloric acid), [OH-].[Na+] (sodium hydroxide), COC(=O)C=1C=C2C=CN(C2=CC1)CCCCC (1-pentyl-1H-indole-5-carboxylic acid methyl ester), resultant solution. The solvent is CO (methanol). Conditions: time 4 hour. Product: C(CCCC)N1C=CC2=CC(=CC=C12)C(=O)O (1-Pentyl-1H-indole-5-carboxylic acid). As a reaction SMILES: [OH-].[Na+].C[O:4][C:5]([C:7]1[CH:8]=[C:9]2[C:13](=[CH:14][CH:15]=1)[N:12]([CH2:16][CH2:17][CH2:18][CH2:19][CH3:20])[CH:11]=[CH:10]2)=[O:6].Cl>CO>[CH2:16]([N:12]1[C:13]2[C:9](=[CH:8][C:7]([C:5]([OH:6])=[O:4])=[CH:15][CH:14]=2)[CH:10]=[CH:11]1)[CH2:17][CH2:18][CH2:19][CH3:20] |f:0.1|. Procedure details: Aqueous sodium hydroxide (1N, 3.4 mL, 3.4 mmol) was added to a solution of 1-pentyl-1H-indole-5-carboxylic acid methyl ester (0.79 g, 3.09 mmol) in methanol (30 mL). The resultant solution was heated at reflux for 4 hours. Additional aqueous sodium hydroxide (3.4 mL) was added and heating was continued for 4 hours. The solution was cooled, neutralized with 1N hydrochloric acid. The solvent was evaporated in vacuo. The residue was partitioned between water dichloromethane. The organic solution wa...